From a dataset of the Open Reaction Database (ORD), a public repository of structured organic reaction records. describe an organic reaction: reactants, conditions, products, and yield Reactants: BrCc1ccccc1, CCc1cccc2c3c([nH]c12)C(CC)(CC(=O)O)OCC3, [H-], [Na+], C1CCOC1. The product is CCc1cccc2c3c(n(Cc4ccccc4)c12)C(CC)(CC(=O)O)OCC3. As a reaction SMILES: [Br:24][CH2:25][c:26]1[cH:27][cH:28][cH:29][cH:30][cH:31]1.[CH2:1]([CH3:2])[C:3]1([CH2:18][C:19](=[O:20])[OH:21])[O:4][CH2:5][CH2:6][c:7]2[c:8]1[nH:9][c:10]1[c:11]([CH2:16][CH3:17])[cH:12][cH:13][cH:14][c:15]21.[H-:22].[Na+:23].[O:32]1[CH2:33][CH2:34][CH2:35][CH2:36]1>>[CH2:1]([CH3:2])[C:3]1([CH2:18][C:19](=[O:20])[OH:21])[O:4][CH2:5][CH2:6][c:7]2[c:8]1[n:9]([CH2:25][c:26]1[cH:27][cH:28][cH:29][cH:30][cH:31]1)[c:10]1[c:11]([CH2:16][CH3:17])[cH:12][cH:13][cH:14][c:15]21. Starting materials: C(C(F)(F)F)O (trifluoroethanol), ( a ), ester, NaBH(OCH3)3. The solvent is C1(=CC=CC=C1)C (toluene). Reaction conditions: time 1 hour. The product is FC(C(=O)OCC(F)(F)F)(F)F (Trifluoroethyl Trifluoroacetate). RXN SMILES: [CH2:1]([OH:6])[C:2]([F:5])([F:4])[F:3]>C1(C)C=CC=CC=1>[F:3][C:2]([F:5])([F:4])[C:1]([O:6][CH2:1][C:2]([F:5])([F:4])[F:3])=[O:6]. Procedure: After five cycles similar to the one described above, the gas chromatographic analysis showed only 80% conversion to trifluoroethanol and the catalyst was then regenerated in the following manner. The pressure tube containing the catalyst residue (originally 0.03 mmol) was charged with 20 mg (0.25 mmol) of NaBH(OCH3)3, in a dry box. Tetrahydrofuran (3 ml) was distilled into the tube under vacuum and the solution stirred at room temperature for one hour. The solvent and other volatiles were remov... The reactants are C1(=CC=CC=C1)CN1C[C@H]([C@H](C1)C)NC(=O)OC(C)(C)C (cis-1-phenylmethyl-3-(1,1-dimethylethoxycarbonylamino)-4-methylpyrrolidine). Reagents/catalysts: [OH-].[OH-].[Pd+2] (Pd(OH)2). Solvent: CO (methanol). Conditions: time 3.5 hour. Yields the product CC(C)(OC(=O)N[C@@H]1CNC[C@@H]1C)C (cis-3-(1,1-dimethylethoxycarbonylamino)-4-methylpyrrolidine). Reaction SMILES: C1(C[N:8]2[CH2:12][C@H:11]([CH3:13])[C@H:10]([NH:14][C:15]([O:17][C:18]([CH3:21])([CH3:20])[CH3:19])=[O:16])[CH2:9]2)C=CC=CC=1>CO.[OH-].[OH-].[Pd+2]>[CH3:20][C:18]([CH3:21])([O:17][C:15]([NH:14][C@H:10]1[C@@H:11]([CH3:13])[CH2:12][NH:8][CH2:9]1)=[O:16])[CH3:19] |f:2.3.4|. Procedure details: A solution of 1.5 g(5.2 mmol) of cis-1-phenylmethyl-3-(1,1-dimethylethoxycarbonylamino)-4-methylpyrrolidine (cf. U.S. Pat. No. 4,753,953) in 50 mL methanol was treated with 200 mg of Pd(OH)2 /C followed by hydrogenation under 1 atmosphere of H2 for 3.5 h. The mixture was filtered through celite, washing the filter cake with methanol. The filtrate was concentrated in vacuo to afford a colorless oil, which was used directly in the next step. 1H NMR (CD3OD) δ 4.85, 4.03, 3.14, 3.05, 2.66, 2.45, 2.2... Starting materials: COC1=CC=C(COC2=NC=NC3=CC(=CC=C23)N2CCOCC2)C=C1 (4-(4-methoxybenzyloxy)-7-morpholin-4-ylquinazoline). The solvent is Cl.O1CCOCC1 (hydrogen chloride dioxane). Reaction conditions: time 3 hour. The product is N1(CCOCC1)C1=CC=C2C(NC=NC2=C1)=O (7-morpholin-4-yl-3H-quinazolin-4-one). The yield is 129.7%. RXN SMILES: COC1C=CC(C[O:8][C:9]2[C:18]3[C:13](=[CH:14][C:15]([N:19]4[CH2:24][CH2:23][O:22][CH2:21][CH2:20]4)=[CH:16][CH:17]=3)[N:12]=[CH:11][N:10]=2)=CC=1>Cl.O1CCOCC1>[N:19]1([C:15]2[CH:14]=[C:13]3[C:18]([C:9](=[O:8])[NH:10][CH:11]=[N:12]3)=[CH:17][CH:16]=2)[CH2:24][CH2:23][O:22][CH2:21][CH2:20]1 |f:1.2|. Procedure: 178 g (0.15 mol) of 4-(4-methoxybenzyloxy)-7-morpholin-4-ylquinazoline were dissolved in 250 ml of hydrogen chloride/dioxane (4 N) at room temperature and stirred for 3 h. Conventional work-up gave 45.0 g of 7-morpholin-4-yl-3H-quinazolin-4-one as solid. As a reaction SMILES: [C:1]([c:2]1[cH:3][cH:4][cH:5][cH:6][cH:7]1)(=[O:8])[O:9][CH:10]1[CH2:11][CH:12]([CH2:37][CH3:38])[CH:13]([c:15]2[n:16][n:17][c:18]3[n:19]2[c:20]2[c:21]([n:22][cH:23]3)[n:24]([S:27]([c:28]3[cH:29][cH:30][c:31]([CH3:32])[cH:33][cH:34]3)(=[O:35])=[O:36])[cH:25][cH:26]2)[CH2:14]1.[CH3:42][OH:43].[K:39][C:40]#[N:41]>>[C:1]([c:2]1[cH:3][cH:4][cH:5][cH:6][cH:7]1)(=[O:8])[O:9][CH:10]1[CH2:11][CH:12]([CH2:37][CH3:38])[CH:13]([c:15]2[n:16][n:17][c:18]3[n:19]2[c:20]2[c:21]([n:22][cH:23]3)[nH:24][cH:25][cH:26]2)[CH2:14]1. The product is CCC1CC(OC(=O)c2ccccc2)CC1c1nnc2cnc3[nH]ccc3n12. Starting materials: CCC1CC(OC(=O)c2ccccc2)CC1c1nnc2cnc3c(ccn3S(=O)(=O)c3ccc(C)cc3)n12, CO, N#C[K]. Reactants: N(=O)OCCC(C)C (isoamyl nitrite), NC1=NC(=C(C(=C1C#N)C1=CC=C(C=C1)OCCO)C#N)OCC (2-amino-6-ethoxy-4-[4-(2-hydroxyethoxy)phenyl]pyridine-3,5-dicarbonitrile), Cl (hydrochloric acid). Reagents/catalysts: [Cu](Cl)Cl (copper(II) chloride). Run in C(C)#N (acetonitrile). Conditions: temperature 60 celsius, time 3 hour. Yields the product ClC1=NC(=C(C(=C1C#N)C1=CC=C(C=C1)OCCO)C#N)OCC (2-Chloro-6-ethoxy-4-[4-(2-hydroxyethoxy)phenyl]pyridine-3,5-dicarbonitrile). As a reaction SMILES: N[C:2]1[C:7]([C:8]#[N:9])=[C:6]([C:10]2[CH:15]=[CH:14][C:13]([O:16][CH2:17][CH2:18][OH:19])=[CH:12][CH:11]=2)[C:5]([C:20]#[N:21])=[C:4]([O:22][CH2:23][CH3:24])[N:3]=1.N(OCCC(C)C)=O.[ClH:33]>C(#N)C.[Cu](Cl)Cl>[Cl:33][C:2]1[C:7]([C:8]#[N:9])=[C:6]([C:10]2[CH:15]=[CH:14][C:13]([O:16][CH2:17][CH2:18][OH:19])=[CH:12][CH:11]=2)[C:5]([C:20]#[N:21])=[C:4]([O:22][CH2:23][CH3:24])[N:3]=1. Reported procedure: 14.8 g (45.631 mmol) of 2-amino-6-ethoxy-4-[4-(2-hydroxyethoxy)phenyl]pyridine-3,5-dicarbonitrile are initially charged in 830 ml of acetonitrile, 32.07 g (273.785 mmol) of isoamyl nitrite and 36.81 g (273.785 mmol) of copper(II) chloride are added and the mixture is stirred at 60° C. for 3 hours. 800 ml of 1N hydrochloric acid are added, and the reaction mixture is extracted with ethyl acetate. The organic phase is washed with saturated aqueous sodium bicarbonate solution and saturated aqueous ... The reactants are COCCOC1=CC=C(C(C2=CC=CC=C2)Cl)C=C1 (4-(2-methoxyethoxy)benzhydryl chloride), N1CCNCC1 (piperazine), C([O-])([O-])=O.[K+].[K+] (potassium carbonate). Solvent: CN(C=O)C (dimethylformamide). Yields the product COCCOC1=CC=C(C=C1)C(N1CCNCC1)C1=CC=CC=C1 (1-((4-(2-methoxyethoxy)phenyl)phenylmethyl)piperazine). As a reaction SMILES: [CH3:1][O:2][CH2:3][CH2:4][O:5][C:6]1[CH:19]=[CH:18][C:9]([CH:10](Cl)[C:11]2[CH:16]=[CH:15][CH:14]=[CH:13][CH:12]=2)=[CH:8][CH:7]=1.[NH:20]1[CH2:25][CH2:24][NH:23][CH2:22][CH2:21]1.C(=O)([O-])[O-].[K+].[K+]>CN(C)C=O>[CH3:1][O:2][CH2:3][CH2:4][O:5][C:6]1[CH:19]=[CH:18][C:9]([CH:10]([C:11]2[CH:16]=[CH:15][CH:14]=[CH:13][CH:12]=2)[N:20]2[CH2:25][CH2:24][NH:23][CH2:22][CH2:21]2)=[CH:8][CH:7]=1 |f:2.3.4|. Reported procedure: For the preparation of the compound of Example 27, 4-(2-methoxyethoxy)benzophenone is obtained by reaction of 4-hydroxybenzophenone with 2-methoxyethyl chloride at 100° C. in the presence of sodium hydride in dimethylformamide. Further reaction takes place in accordance with Example 1-5. 4-(2-Methoxyethoxy)benzophenone is reduced to 4-(2-methoxyethoxy)benzhydrol using sodium borohydride. 4-(2-Methoxyethoxy)benzhydrol is reacted with thionyl chloride in chloroform to give 4-(2-methoxyethoxy)benzh...